From a dataset of the Open Reaction Database (ORD), a public repository of structured organic reaction records. describe an organic reaction: reactants, conditions, products, and yield The reactants are CN(C=O)C (N,N-Dimethylformamide), ClCCOC1=C(C=C2C(=CC=NC2=C1)OC=1C(=NC2=CC=CC=C2C1)C)OC (7-(2-chloro-ethoxy)-6-methoxy-4-(2-methyl-quinolin-3-yloxy)-quinoline), ClCCOC1=C(C=C2C(=CC=NC2=C1)OC=1C(=NC2=CC=CC=C2C1)C)OC (7-(2-chloro-ethoxy)-6-methoxy-4-(2-methyl-quinolin-3-yloxy)-quinoline), C([O-])([O-])=O.[K+].[K+] (potassium carbonate), N1C=NC=C1 (imidazole). The solvent is O (water). Run at temperature 80 celsius, time 3 day. The product is N1(C=NC=C1)CCOC1=C(C=C2C(=CC=NC2=C1)OC=1C(=NC2=CC=CC=C2C1)C)OC (7-(2-Imidazol-1-yl-ethoxy)-6-methoxy-4-(2-methyl-quinolin-3-yloxy)-quinoline). Yield: 57.4%. Reaction SMILES: CN(C)C=O.Cl[CH2:7][CH2:8][O:9][C:10]1[CH:19]=[C:18]2[C:13]([C:14]([O:20][C:21]3[C:22]([CH3:31])=[N:23][C:24]4[C:29]([CH:30]=3)=[CH:28][CH:27]=[CH:26][CH:25]=4)=[CH:15][CH:16]=[N:17]2)=[CH:12][C:11]=1[O:32][CH3:33].C(=O)([O-])[O-].[K+].[K+].[NH:40]1[CH:44]=[CH:43][N:42]=[CH:41]1>O>[N:40]1([CH2:7][CH2:8][O:9][C:10]2[CH:19]=[C:18]3[C:13]([C:14]([O:20][C:21]4[C:22]([CH3:31])=[N:23][C:24]5[C:29]([CH:30]=4)=[CH:28][CH:27]=[CH:26][CH:25]=5)=[CH:15][CH:16]=[N:17]3)=[CH:12][C:11]=2[O:32][CH3:33])[CH:44]=[CH:43][N:42]=[CH:41]1 |f:2.3.4|. Reported procedure: N,N-Dimethylformamide (1.5 ml) was added to 7-(2-chloro-ethoxy)-6-methoxy-4-(2-methyl-quinolin-3-yloxy)-quinoline (compound 353) (50 mg), potassium carbonate (53 mg), and imidazole (26 mg), and the mixture was stirred at 80° C. for 3 days. The reaction solution was cooled to room temperature, water was added to the reaction solution, and the mixture was extracted with chloroform. The chloroform layer was washed with water and was then dried over anhydrous sodium sulfate. The solvent was removed ... Reactants: C(C1=CC=CC=C1)=C1C(CCCC1)=O (2-benzylidene-cyclohexanone), C(Cl)Cl.C[NH2+]C (dimethylammonium methylene chloride), Cl (hydrochloride), Cl (hydrochloride), C(C)(=O)Cl (acetyl chloride), ClCCl.[OH-].[Na+] (dichloromethane sodium hydroxide). Run in C(C)#N (acetonitrile), CCOCC (ether). Conditions: time 3 hour. Yields the product C(C1=CC=CC=C1)=C1C(C(CCC1)CN(C)C)=O (2-benzylidene-6-dimethylaminomethyl-cyclohexanone). RXN SMILES: [CH:1](=[C:8]1[CH2:13][CH2:12][CH2:11][CH2:10][C:9]1=[O:14])[C:2]1[CH:7]=[CH:6][CH:5]=[CH:4][CH:3]=1.C(Cl)Cl.[CH3:18][NH2+:19][CH3:20].[C:21](Cl)(=O)C.Cl.ClCCl.[OH-].[Na+]>C(#N)C.CCOCC>[CH:1](=[C:8]1[CH2:13][CH2:12][CH2:11][CH:10]([CH2:18][N:19]([CH3:21])[CH3:20])[C:9]1=[O:14])[C:2]1[CH:7]=[CH:6][CH:5]=[CH:4][CH:3]=1 |f:1.2,5.6.7|. Procedure details: 43 g (0.23 mole) of 2-benzylidene-cyclohexanone obtained from Stage 2, and 21.6 g (0.23 mole) of dimethylammonium methylene chloride were stirred in 200 ml of dry acetonitrile at room temperature. After adding 0.2 ml of acetyl chloride the reaction mixture was stirred for a further 3 hours at room temperature, a colorless clear solution being formed. 200 ml of dry ether were then added dropwise to the reaction mixture, whereupon the hydrochloride crystallized out. 56.1 g (87% of theory) of color... The reactants are [N+](=O)([O-])C1=CN(C=C1)C1=CC=CC=C1 (3-nitro-1-phenyl-1H-pyrrole), SnCl2 dihydrate, [OH-].[Na+] (NaOH). Run in CCOC(=O)C (EtOAc). Product: C1(=CC=CC=C1)N1C=C(C=C1)N (1-phenyl-1H-pyrrol-3-amine). Yield: 93.7%. RXN SMILES: [N+:1]([C:4]1[CH:8]=[CH:7][N:6]([C:9]2[CH:14]=[CH:13][CH:12]=[CH:11][CH:10]=2)[CH:5]=1)([O-])=O.[OH-].[Na+]>CCOC(C)=O>[C:9]1([N:6]2[CH:7]=[CH:8][C:4]([NH2:1])=[CH:5]2)[CH:14]=[CH:13][CH:12]=[CH:11][CH:10]=1 |f:1.2|. Procedure: Amixture of 3-nitro-1-phenyl-1H-pyrrole (410 mg, 2.18 mmol) and SnCl2 dihydrate (2.00 g, 8.86 mmol) in EtOAc (15 mL) was stirred at 80 C for 3 h. Aqueous 1N NaOH was added to bring pH to 12. The mixture was filtered through celite. The organic phase was separated, washed with 5% NaHCO3, dried over Na2SO4, concentrated in vacuo to give 1-phenyl-1H-pyrrol-3-amine as a solid (323 mg). Reactants: COC=1C=C2C(=NC=NC2=CC1OC[C@@H]1OC1)OC=1C=C2C=C(NC2=CC1)C ((2R)-6-methoxy-4-(2-methylindol-5-yloxy)-7-(oxiran-2-ylmethoxy)quinazoline), C(C)(C)N (isopropylamine). Solvent: C1CCOC1 (THF). Conditions: temperature 75 celsius, time 18 hour. Yields the product COC=1C=C2C(=NC=NC2=CC1)OC=1C=C2C=C(NC2=CC1)C (6-methoxy-4-(2-methylindol-5-yloxy)quinazoline). Yield: 120.6%. Reaction SMILES: [CH3:1][O:2][C:3]1[CH:4]=[C:5]2[C:10](=[CH:11][C:12]=1OC[C@H]1CO1)[N:9]=[CH:8][N:7]=[C:6]2[O:18][C:19]1[CH:20]=[C:21]2[C:25](=[CH:26][CH:27]=1)[NH:24][C:23]([CH3:28])=[CH:22]2.C(N)(C)C>C1COCC1>[CH3:1][O:2][C:3]1[CH:4]=[C:5]2[C:10](=[CH:11][CH:12]=1)[N:9]=[CH:8][N:7]=[C:6]2[O:18][C:19]1[CH:20]=[C:21]2[C:25](=[CH:26][CH:27]=1)[NH:24][C:23]([CH3:28])=[CH:22]2. Reported procedure: A mixture of (2R)-6-methoxy-4-(2-methylindol-5-yloxy)-7-(oxiran-2-ylmethoxy)quinazoline (250 mg, 0.66 mmol), (prepared as described for the starting material in Example 269), and isopropylamine (1.5 ml) in THF (10 ml) was stirred at 75° C. for 18 hours under an atmosphere of nitrogen and then allowed to cool to ambient temperature. The mixture was filtered and the filtrate evaporated in vacuo. The residue was purified by silica gel chromatography using gradient elution with dichloromethane/metha... The reactants are C1(=CC=CC=2CCCCC12)CC(C(=O)OC)(C(=O)OC)CC1=CC=CC=2CCCCC12 (dimethyl bis-(5,6,7,8-tetrahydro-1-naphthylmethyl)-malonate), [OH-].[K+] (potassium hydroxide). Solvent: C(CCC)O (n-butanol), O (H2O). Yields the product C1(=CC=CC=2CCCCC12)CC(C(=O)O)CC1=CC=CC=2CCCCC12 (Bis-(5,6,7,8-tetrahydro-1-naphthylmethyl)-acetic acid). Isolated yield 78.7%. Reaction SMILES: [C:1]1([CH2:11][C:12]([CH2:21][C:22]2[C:31]3[CH2:30][CH2:29][CH2:28][CH2:27][C:26]=3[CH:25]=[CH:24][CH:23]=2)(C(OC)=O)[C:13]([O:15]C)=[O:14])[C:10]2[CH2:9][CH2:8][CH2:7][CH2:6][C:5]=2[CH:4]=[CH:3][CH:2]=1.[OH-].[K+]>C(O)CCC.O>[C:1]1([CH2:11][CH:12]([CH2:21][C:22]2[C:31]3[CH2:30][CH2:29][CH2:28][CH2:27][C:26]=3[CH:25]=[CH:24][CH:23]=2)[C:13]([OH:15])=[O:14])[C:10]2[CH2:9][CH2:8][CH2:7][CH2:6][C:5]=2[CH:4]=[CH:3][CH:2]=1 |f:1.2|. Procedure: A solution of 3.1 g (7.4 mmol) of dimethyl bis-(5,6,7,8-tetrahydro-1-naphthylmethyl)-malonate in 20 mL n-butanol was treated with a solution of 1.24 g (22 mmol) of potassium hydroxide (KOH) in 20 mL H2O and the solution heated at reflux overnight. The solvent was removed under reduced pressure and the residue taken up in H2O and acidified with dilute HCl to the Congo red color change. The mixture was extracted with EtOAc and the EtOAc washed with 1N HCl, and then a saturated solution of NaCl. Dr... Run at temperature 0 celsius, time 2 hour. RXN SMILES: ClC(O[C:6](=[O:12])OC(Cl)(Cl)Cl)(Cl)Cl.N1C=CC=CC=1.Cl.[F:20][C:21]([F:40])([F:39])[C:22]1[CH:27]=[CH:26][C:25]2[C:28]3[C:32]([C:35]([O:37][CH3:38])=[O:36])([CH2:33][O:34][C:24]=2[CH:23]=1)[CH2:31][NH:30][N:29]=3.[NH2:41][C:42]1[CH:43]=[CH:44][C:45]([Cl:48])=[N:46][CH:47]=1>C(O)C.C(Cl)Cl>[Cl:48][C:45]1[N:46]=[CH:47][C:42]([NH:41][C:6]([N:30]2[CH2:31][C:32]3([C:35]([O:37][CH3:38])=[O:36])[CH2:33][O:34][C:24]4[CH:23]=[C:22]([C:21]([F:39])([F:20])[F:40])[CH:27]=[CH:26][C:25]=4[C:28]3=[N:29]2)=[O:12])=[CH:43][CH:44]=1 |f:2.3|. Yields the product ClC1=CC=C(C=N1)NC(=O)N1N=C2C(C1)(COC1=C2C=CC(=C1)C(F)(F)F)C(=O)OC (Methyl 2-[[(6-chloro-3-pyridinyl)amino]carbonyl]-2,3-dihydro-7-(trifluoromethyl)[1]benzopyrano[4,3-c]pyrazole-3a(4H)-carboxylate). Procedure details: To a solution of 0.15 g (0.0005 mol) of bis(trichloromethyl)carbonate, 20 mL of methylene chloride and 0.39 mL (0.0048 mol) of pyridine was added 0.5 g (0.0015 mol) of the product from Step H at 0° C. The resulting mixture was stirred at 0° C. for 2 hours and then 0.21 g (0.0016 mol) of 5-amino-2-chloro pyridine was added. The resulting mixture was stirred at room temperature for 12 hours and then 10 mL of ethanol followed by 3 g of silica gel were added and the solvent was removed. Flash chroma... Yield: 123.1%. Starting materials: ClC(Cl)(Cl)OC(OC(Cl)(Cl)Cl)=O (bis(trichloromethyl)carbonate), N1=CC=CC=C1 (pyridine), Cl.FC(C1=CC2=C(C=C1)C1=NNCC1(CO2)C(=O)OC)(F)F (Methyl 2,3,3a,4-tetrahydro-7-(trifluoromethyl)[1]benzopyrano[4,3-c]pyrazole-3a-carboxylate,hydrochloride), NC=1C=CC(=NC1)Cl (5-amino-2-chloro pyridine). Solvent: C(Cl)Cl (methylene chloride), C(C)O (ethanol).